Dataset: the Open Reaction Database (ORD), a public repository of structured organic reaction records. Task: describe an organic reaction: reactants, conditions, products, and yield Starting materials: [Al+3], CC(S)S, [Cl-], [Cl-], [Cl-], ClCCl, COc1cccc2sc3c(c12)C(N1CCN(C)CC1)=Nc1ccc(F)cc1N3. Yields the product CN1CCN(C2=Nc3ccc(F)cc3Nc3sc4cccc(O)c4c32)CC1. As a reaction SMILES: [Al+3:34].[CH:29]([SH:30])([SH:31])[CH3:32].[Cl-:33].[Cl-:35].[Cl-:36].[Cl:37][CH2:38][Cl:39].[F:1][c:2]1[cH:3][c:4]2[c:5]([cH:27][cH:28]1)[N:6]=[C:7]([N:20]1[CH2:21][CH2:22][N:23]([CH3:26])[CH2:24][CH2:25]1)[c:8]1[c:9]([s:11][c:12]3[c:13]1[c:14]([O:18][CH3:19])[cH:15][cH:16][cH:17]3)[NH:10]2>>[F:1][c:2]1[cH:3][c:4]2[c:5]([cH:27][cH:28]1)[N:6]=[C:7]([N:20]1[CH2:21][CH2:22][N:23]([CH3:26])[CH2:24][CH2:25]1)[c:8]1[c:9]([s:11][c:12]3[c:13]1[c:14]([OH:18])[cH:15][cH:16][cH:17]3)[NH:10]2. Reaction SMILES: [C:27](=[O:28])([O-:29])[O-:30].[CH3:33][N:34]([CH3:35])[CH:36]=[O:37].[Cl:14][CH2:15][CH2:16][CH2:17][CH2:18][n:19]1[c:20]([CH3:26])[n:21][c:22]([Cl:25])[c:23]1[Cl:24].[F:1][c:2]1[cH:3][n:4][c:5]([N:8]2[CH2:9][CH2:10][NH:11][CH2:12][CH2:13]2)[n:6][cH:7]1.[K+:31].[K+:32]>>[F:1][c:2]1[cH:3][n:4][c:5]([N:8]2[CH2:9][CH2:10][N:11]([CH2:15][CH2:16][CH2:17][CH2:18][n:19]3[c:20]([CH3:26])[n:21][c:22]([Cl:25])[c:23]3[Cl:24])[CH2:12][CH2:13]2)[n:6][cH:7]1. Reactants: O=C([O-])[O-], CN(C)C=O, Cc1nc(Cl)c(Cl)n1CCCCCl, Fc1cnc(N2CCNCC2)nc1, [K+], [K+]. Yields the product Cc1nc(Cl)c(Cl)n1CCCCN1CCN(c2ncc(F)cn2)CC1. Reactants: ClC=1C=C(C=C([N+]1[O-])C)[N+](=O)[O-] (6-chloro-4-nitro-2-picoline-1-oxide), N (ammonia). The solvent is C(C)O (ethanol). The product is NC=1C=C(C=C([N+]1[O-])C)[N+](=O)[O-] (6-amino-4-nitro-2-picoline-1-oxide). The yield is 41.0%. Reaction SMILES: Cl[C:2]1[CH:3]=[C:4]([N+:10]([O-:12])=[O:11])[CH:5]=[C:6]([CH3:9])[N+:7]=1[O-:8].[NH3:13]>C(O)C>[NH2:13][C:2]1[CH:3]=[C:4]([N+:10]([O-:12])=[O:11])[CH:5]=[C:6]([CH3:9])[N+:7]=1[O-:8]. Procedure details: A reaction solution consisting of 5.66 g. (0.03 mole) 6-chloro-4-nitro-2-picoline-1-oxide and 100 ml. ethanol was saturated with anhydrous ammonia and sealed in a strong bottle. This reaction mixture was heated and maintained at a temperature in the range of 100° to 105° C. for 21 hrs. The bottle and contents were then cooled and the seal was broken. Crystals had formed. The crystals were collected on a filter and washed with a small amount of cold ethanol. Recrystallization from 95% aqueous eth... The reactants are C(C)(C)(C)OC(=O)N([C@H](C(=O)N[C@H](C(=O)N1CC2=CC(=CC=C2C[C@H]1C(N[C@@H]1CCCC2=CC=CC=C12)=O)C(=O)O)C(C)(C)C)C)C ((S)-2-((S)-2-((S)-2-((tert-butoxycarbonyl)(methyl)amino)propanamido)-3,3-dimethylbutanoyl)-3-(((R)-1,2,3,4-tetrahydronaphthalen-1-yl)carbamoyl)-1,2,3,4-tetrahydroisoquinoline-7-carboxylic acid), C(C)(C)(C)OC(=O)N([C@H](C(=O)N[C@H](C(=O)N1CC2=CC(=CC=C2C[C@H]1C(N[C@@H]1CCCC2=CC=CC=C12)=O)C(=O)N[C@H]1C[C@H](N(C1)C(=O)OCC1=CC=CC=C1)C(=O)OC)C(C)(C)C)C)C ((2S,4S)-1-benzyl 2-methyl 4-((S)-2-((S)-2-((S)-2-((tert-butoxycarbonyl)(methyl)amino)propanamido)-3,3-dimethylbutanoyl)-3-(((R)-1,2,3,4-tetrahydronaphthalen-1-yl)carbamoyl)-1,2,3,4-tetrahydroisoquinoline-7-carboxamido)pyrrolidine-1,2-dicarboxylate). Yields the product C(C1=CC=CC=C1)OC(=O)N1[C@@H](C[C@@H](C1)NC(=O)C1=CC=C2C[C@H](N(CC2=C1)C([C@H](C(C)(C)C)NC([C@H](C)N(C)C(=O)OC(C)(C)C)=O)=O)C(N[C@@H]1CCCC2=CC=CC=C12)=O)C(=O)O ((2S,4S)-1-((Benzyloxy)carbonyl)-4-((S)-2-((S)-2-((S)-2-((tert-butoxycarbonyl)(methyl)amino)propanamido)-3,3-dimethylbutanoyl)-3-(((R)-1,2,3,4-tetrahydronaphthalen-1-yl)carbamoyl)-1,2,3,4-tetrahydroisoquinoline-7-carboxamido)pyrrolidine-2-carboxylic acid). Yield: 99.5%. Reaction SMILES: C(OC(N(C)[C@@H](C)C(N[C@@H](C(C)(C)C)C(N1[C@H](C(=O)N[C@H]2C3C(=CC=CC=3)CCC2)CC2C(=CC(C(O)=O)=CC=2)C1)=O)=O)=O)(C)(C)C.[C:48]([O:52][C:53]([N:55]([CH3:113])[C@@H:56]([CH3:112])[C:57]([NH:59][C@@H:60]([C:108]([CH3:111])([CH3:110])[CH3:109])[C:61]([N:63]1[C@H:72]([C:73](=[O:85])[NH:74][C@H:75]2[C:84]3[C:79](=[CH:80][CH:81]=[CH:82][CH:83]=3)[CH2:78][CH2:77][CH2:76]2)[CH2:71][C:70]2[C:65](=[CH:66][C:67]([C:86]([NH:88][C@@H:89]3[CH2:93][N:92]([C:94]([O:96][CH2:97][C:98]4[CH:103]=[CH:102][CH:101]=[CH:100][CH:99]=4)=[O:95])[C@H:91]([C:104]([O:106]C)=[O:105])[CH2:90]3)=[O:87])=[CH:68][CH:69]=2)[CH2:64]1)=[O:62])=[O:58])=[O:54])([CH3:51])([CH3:50])[CH3:49]>>[CH2:97]([O:96][C:94]([N:92]1[CH2:93][C@@H:89]([NH:88][C:86]([C:67]2[CH:66]=[C:65]3[C:70]([CH2:71][C@@H:72]([C:73](=[O:85])[NH:74][C@H:75]4[C:84]5[C:79](=[CH:80][CH:81]=[CH:82][CH:83]=5)[CH2:78][CH2:77][CH2:76]4)[N:63]([C:61](=[O:62])[C@@H:60]([NH:59][C:57](=[O:58])[C@@H:56]([N:55]([C:53]([O:52][C:48]([CH3:49])([CH3:51])[CH3:50])=[O:54])[CH3:113])[CH3:112])[C:108]([CH3:109])([CH3:110])[CH3:111])[CH2:64]3)=[CH:69][CH:68]=2)=[O:87])[CH2:90][C@H:91]1[C:104]([OH:106])=[O:105])=[O:95])[C:98]1[CH:103]=[CH:102][CH:101]=[CH:100][CH:99]=1. Procedure: Following a procedure analogous to that for the synthesis of Compound K, (2S,4S)-1-benzyl 2-methyl 4-((S)-2-((S)-2-((S)-2-((tert-butoxycarbonyl)(methyl)amino)propanamido)-3,3-dimethylbutanoyl)-3-(((R)-1,2,3,4-tetrahydronaphthalen-1-yl)carbamoyl)-1,2,3,4-tetrahydroisoquinoline-7-carboxamido)pyrrolidine-1,2-dicarboxylate (192 mg, 0.21 mmol) was converted to the title compound (187 mg, 99%). MS (ESI+) m/z 895.5 (M+H)+. Reactants: [H-].[H-].[H-].[H-].[Li+].[Al+3] (LiAlH4), ClC=1C=C(CN2C(=NC=C2)NC(C2=CC=CC=C2)=O)C=C(C1)Cl (N-[1-(3,5-Dichloro-benzyl)-1H-imidazol-2-yl]-benzamide), [O-]S(=O)(=O)[O-].[Na+].[Na+] (Na2SO4). Run in C(Cl)Cl (CH2Cl2), O (water), C1CCOC1 (THF). Reaction conditions: temperature 70 celsius, time 10 minute. Yields the product C(C1=CC=CC=C1)NC=1N(C=CN1)CC1=CC(=CC(=C1)Cl)Cl (Benzyl-[1-(3,5-dichloro-benzyl)-1H-imidazol-2-yl]-amine). Isolated yield 7.0%. Reaction SMILES: [Cl:1][C:2]1[CH:3]=[C:4]([CH:20]=[C:21]([Cl:23])[CH:22]=1)[CH2:5][N:6]1[CH:10]=[CH:9][N:8]=[C:7]1[NH:11][C:12](=O)[C:13]1[CH:18]=[CH:17][CH:16]=[CH:15][CH:14]=1.[H-].[H-].[H-].[H-].[Li+].[Al+3].[O-]S([O-])(=O)=O.[Na+].[Na+]>C1COCC1.C(Cl)Cl.O>[CH2:12]([NH:11][C:7]1[N:6]([CH2:5][C:4]2[CH:20]=[C:21]([Cl:23])[CH:22]=[C:2]([Cl:1])[CH:3]=2)[CH:10]=[CH:9][N:8]=1)[C:13]1[CH:18]=[CH:17][CH:16]=[CH:15][CH:14]=1 |f:1.2.3.4.5.6,7.8.9|. Procedure: N-[1-(3,5-Dichloro-benzyl)-1H-imidazol-2-yl]-benzamide, was dissolved in anhydrous THF and 1M LiAlH4 was added to the reaction solution at room temperature. The reaction mixture was then heated to 70° C. and stirred for 10 min. The mixture was then diluted with CH2Cl2 and water was slowly added until H2 formation stopped. The reaction mixture was passed through a cartridge packed with anhydrous Na2SO4. The filtrated was concentrated and purified by silica gel preparative TLC using 95:5 CH2Cl2:Me... Starting materials: CN(CCN(C)C)C (N,N,N′,N′-tetramethylethylenediamine), C1(=CC=CC=C1)[Mg]Br (Phenylmagnesium bromide), [O-]S(=O)(=O)C(F)(F)F.C(CCC)[B+]CCCC (di-n-butylboron triflate), CS(=O)(=O)C1=CC=C(C=C1)/C=C/C(=O)N1C(N([C@H]([C@H]1C1=CC=CC=C1)C)C)=O ((E)-(4S,5R)-1-(3-[4-methanesulfonylphenyl]acryloyl)-3,4-dimethyl-5-phenyl-imidazolidin-2-one). The reagents and catalysts are [Cu]I (copper (I) iodide). The solvent is C1CCOC1 (THF), C1CCOC1 (THF). Conditions: time 10 minute. Yields the product CS(=O)(=O)C1=CC=C(C=C1)[C@@H](CC(=O)N1C(N([C@H]([C@H]1C1=CC=CC=C1)C)C)=O)C1=CC=CC=C1 ((4S,5R)-1-[(S)-3-(4-methanesulfonyl-phenyl)-3-phenyl-propionyl]-3,4-dimethyl-5-phenyl-imidazolidin-2-one). RXN SMILES: CN(C)CCN(C)C.[C:9]1([Mg]Br)[CH:14]=[CH:13][CH:12]=[CH:11][CH:10]=1.[O-]S(C(F)(F)F)(=O)=O.C([B+]CCCC)CCC.[CH3:34][S:35]([C:38]1[CH:43]=[CH:42][C:41](/[CH:44]=[CH:45]/[C:46]([N:48]2[C@H:52]([C:53]3[CH:58]=[CH:57][CH:56]=[CH:55][CH:54]=3)[C@H:51]([CH3:59])[N:50]([CH3:60])[C:49]2=[O:61])=[O:47])=[CH:40][CH:39]=1)(=[O:37])=[O:36]>C1COCC1.[Cu]I>[CH3:34][S:35]([C:38]1[CH:39]=[CH:40][C:41]([C@H:44]([C:9]2[CH:14]=[CH:13][CH:12]=[CH:11][CH:10]=2)[CH2:45][C:46]([N:48]2[C@H:52]([C:53]3[CH:58]=[CH:57][CH:56]=[CH:55][CH:54]=3)[C@H:51]([CH3:59])[N:50]([CH3:60])[C:49]2=[O:61])=[O:47])=[CH:42][CH:43]=1)(=[O:36])=[O:37] |f:2.3|. Procedure details: To a mixture of copper (I) iodide (960 mg, 5.0 mmol) and THF (20 mL) was added N,N,N′,N′-tetramethylethylenediamine (0.83 mL, 5.5 mmol) and the resulting mixture was stirred at room temperature for 10 min. then cooled to −78° C. Phenylmagnesium bromide (5.0 mL, 1M in THF, 5.0 mmol) was added and the resulting mixture stirred at −78° C. for 15 min. A solution of di-n-butylboron triflate (3.0 mL, 1M in diethyl ether, 3.0 mmol) and (E)-(4S,5R)-1-(3-[4-methanesulfonylphenyl]acryloyl)-3,4-dimethyl-5-... Starting materials: ClC=1C=NC(=NC1)N1CCC(CC1)OC=1SC2=C(N1)C=CC(=C2)C2CCN(CC2)C(=O)OC(C)(C)C (tert-butyl 4-(2-((1-(5-chloropyrimidin-2-yl)piperidin-4-yl)oxy)benzo[d]thiazol-6-yl)piperidine-1-carboxylate), C(=O)(C(F)(F)F)O (TFA). Solvent: C(Cl)Cl (CH2Cl2), C(Cl)Cl (CH2Cl2). Reaction conditions: time 3 hour. Product: ClC=1C=NC(=NC1)N1CCC(CC1)OC=1SC2=C(N1)C=CC(=C2)C2CCNCC2 (2-((1-(5-chloropyrimidin-2-yl)piperidin-4-yl)oxy)-6-(piperidin-4-yl)benzo[d]thiazole). The yield is 94.4%. RXN SMILES: [Cl:1][C:2]1[CH:3]=[N:4][C:5]([N:8]2[CH2:13][CH2:12][CH:11]([O:14][C:15]3[S:16][C:17]4[CH:23]=[C:22]([CH:24]5[CH2:29][CH2:28][N:27](C(OC(C)(C)C)=O)[CH2:26][CH2:25]5)[CH:21]=[CH:20][C:18]=4[N:19]=3)[CH2:10][CH2:9]2)=[N:6][CH:7]=1.C(O)(C(F)(F)F)=O>C(Cl)Cl>[Cl:1][C:2]1[CH:7]=[N:6][C:5]([N:8]2[CH2:13][CH2:12][CH:11]([O:14][C:15]3[S:16][C:17]4[CH:23]=[C:22]([CH:24]5[CH2:29][CH2:28][NH:27][CH2:26][CH2:25]5)[CH:21]=[CH:20][C:18]=4[N:19]=3)[CH2:10][CH2:9]2)=[N:4][CH:3]=1. Reported procedure: To a solution of tert-butyl 4-(2-((1-(5-chloropyrimidin-2-yl)piperidin-4-yl)oxy)benzo[d]thiazol-6-yl)piperidine-1-carboxylate (133 mg, 0.251 mmol) in CH2Cl2 (2.5 mL) was added TFA (0.2 mL, 2.5 mmol). The reaction mixture was stirred at rt for 3 h. The reaction mixture was diluted with CH2Cl2 (5 mL) and washed with aq. NaOH (1 N, 3 mL) and brine. The organic layer was dried (Na2SO4), filtered, and concentrated to afford 2-((1-(5-chloropyrimidin-2-yl)piperidin-4-yl)oxy)-6-(piperidin-4-yl)benzo[d]t...